Dataset: the Open Reaction Database (ORD), a public repository of structured organic reaction records. Task: describe an organic reaction: reactants, conditions, products, and yield Starting materials: FB(F)F, CCOC(=O)c1sc(-n2cnc3ccc(CCCCOCc4ccccc4)cc32)nc1-c1cccc(Cl)c1, CSC, CC#N. The product is CCOC(=O)c1sc(-n2cnc3ccc(CCCCO)cc32)nc1-c1cccc(Cl)c1. Reaction SMILES: [B:42]([F:43])([F:44])[F:45].[CH2:1]([CH3:2])[O:3][C:4](=[O:5])[c:6]1[c:7](-[c:32]2[cH:33][c:34]([Cl:38])[cH:35][cH:36][cH:37]2)[n:8][c:9](-[n:11]2[cH:12][n:13][c:14]3[c:15]2[cH:16][c:17]([CH2:20][CH2:21][CH2:22][CH2:23][O:24][CH2:25][c:26]2[cH:27][cH:28][cH:29][cH:30][cH:31]2)[cH:18][cH:19]3)[s:10]1.[CH3:39][S:40][CH3:41].[CH3:46][C:47]#[N:48]>>[CH2:1]([CH3:2])[O:3][C:4](=[O:5])[c:6]1[c:7](-[c:32]2[cH:33][c:34]([Cl:38])[cH:35][cH:36][cH:37]2)[n:8][c:9](-[n:11]2[cH:12][n:13][c:14]3[c:15]2[cH:16][c:17]([CH2:20][CH2:21][CH2:22][CH2:23][OH:24])[cH:18][cH:19]3)[s:10]1. The reactants are O=C(Cl)OCc1ccccc1, c1ccc(CN2CCC(c3ccccc3)(N3CCCC3)CC2)cc1, CCOC(C)=O, ClC(Cl)Cl. Product: O=C(OCc1ccccc1)N1CCC(c2ccccc2)(N2CCCC2)CC1. As a reaction SMILES: [C:1](=[O:2])([O:3][CH2:4][c:5]1[cH:6][cH:7][cH:8][cH:9][cH:10]1)[Cl:11].[CH2:12]([c:13]1[cH:14][cH:15][cH:16][cH:17][cH:18]1)[N:19]1[CH2:20][CH2:21][C:22]([N:25]2[CH2:26][CH2:27][CH2:28][CH2:29]2)([c:30]2[cH:31][cH:32][cH:33][cH:34][cH:35]2)[CH2:23][CH2:24]1.[CH3:36][CH2:37][O:38][C:39](=[O:40])[CH3:41].[CH:42]([Cl:43])([Cl:44])[Cl:45]>>[C:1](=[O:2])([O:3][CH2:4][c:5]1[cH:6][cH:7][cH:8][cH:9][cH:10]1)[N:19]1[CH2:20][CH2:21][C:22]([N:25]2[CH2:26][CH2:27][CH2:28][CH2:29]2)([c:30]2[cH:31][cH:32][cH:33][cH:34][cH:35]2)[CH2:23][CH2:24]1.